The task is: describe an organic reaction: reactants, conditions, products, and yield. This data is from the Open Reaction Database (ORD), a public repository of structured organic reaction records. Reactants: C(CCC)(=O)OCCN(C)C (2-dimethylaminoethyl butyrate), C(C1=CC=CC=C1)Cl (benzyl chloride). Run in C(C)(C)OC(C)C (isopropyl ether). Conditions: time 4 day. Yields the product [Cl-].C(C1=CC=CC=C1)[N+](C)(C)CCOC(CCC)=O (N-benzyl-N-(2-butyryloxyethyl)-N,N-dimethylammonium chloride). As a reaction SMILES: [C:1]([O:6][CH2:7][CH2:8][N:9]([CH3:11])[CH3:10])(=[O:5])[CH2:2][CH2:3][CH3:4].[CH2:12]([Cl:19])[C:13]1[CH:18]=[CH:17][CH:16]=[CH:15][CH:14]=1>C(OC(C)C)(C)C>[Cl-:19].[CH2:12]([N+:9]([CH2:8][CH2:7][O:6][C:1](=[O:5])[CH2:2][CH2:3][CH3:4])([CH3:10])[CH3:11])[C:13]1[CH:18]=[CH:17][CH:16]=[CH:15][CH:14]=1 |f:3.4|. Procedure details: In 20 ml of isopropyl ether were dissolved 4.47 g (30 millimoles) of 2-dimethylaminoethyl butyrate ##STR8## and 3.8 g (30 millimoles) of benzyl chloride, and the solution was left to stand at room temperature for 4 days. The solvent was then evaporated. The crystals that precipitated were separated by suction filtration, washed fully with isopropyl ether, and dried under reduced pressure to give N-benzyl-N-(2-butyryloxyethyl)-N,N-dimethylammonium chloride (compound No. 29 in Table 1 given herein... Reactants: CC(=O)O[BH-](OC(C)=O)OC(C)=O, C=O, ClCCl, COCCCC1CN(C2=Nc3ccc(F)cc3Nc3sccc32)CCN1, [Na+]. Product: COCCCC1CN(C2=Nc3ccc(F)cc3Nc3sccc32)CCN1C. Reaction SMILES: [C:29]([O:30][BH-:31]([O:32][C:33](=[O:34])[CH3:35])[O:36][C:37](=[O:38])[CH3:39])(=[O:40])[CH3:41].[CH2:27]=[O:28].[Cl:43][CH2:44][Cl:45].[F:1][c:2]1[cH:3][cH:4][c:5]2[c:6]([cH:26]1)[NH:7][c:8]1[s:9][cH:10][cH:11][c:12]1[C:13]([N:15]1[CH2:16][CH:17]([CH2:21][CH2:22][CH2:23][O:24][CH3:25])[NH:18][CH2:19][CH2:20]1)=[N:14]2.[Na+:42]>>[F:1][c:2]1[cH:3][cH:4][c:5]2[c:6]([cH:26]1)[NH:7][c:8]1[s:9][cH:10][cH:11][c:12]1[C:13]([N:15]1[CH2:16][CH:17]([CH2:21][CH2:22][CH2:23][O:24][CH3:25])[N:18]([CH3:29])[CH2:19][CH2:20]1)=[N:14]2. Starting materials: [H-].[Li+].[Al+3].[H-].[H-].[H-] (aluminum lithium hydride), ClC=1C=CC(=C(C1)CCCC(=O)O)OCCC1=CC=CC=C1 (4-[5-chloro-2-(2-phenylethoxy)phenyl]butyric acid), [H][H] (hydrogen), N (ammonia). Solvent: O1CCCC1 (tetrahydrofuran). Run at time 30 minute. The product is ClC=1C=CC(=C(C1)CCCCO)OCCC1=CC=CC=C1 (4-[5-chloro-2-(2-phenylethoxy)phenyl]butanol). The yield is 65.2%. RXN SMILES: [H-].[Li+].[Al+3].[H-].[H-].[H-].[Cl:7][C:8]1[CH:9]=[CH:10][C:11]([O:20][CH2:21][CH2:22][C:23]2[CH:28]=[CH:27][CH:26]=[CH:25][CH:24]=2)=[C:12]([CH2:14][CH2:15][CH2:16][C:17](O)=[O:18])[CH:13]=1.N.[H][H]>O1CCCC1>[Cl:7][C:8]1[CH:9]=[CH:10][C:11]([O:20][CH2:21][CH2:22][C:23]2[CH:24]=[CH:25][CH:26]=[CH:27][CH:28]=2)=[C:12]([CH2:14][CH2:15][CH2:16][CH2:17][OH:18])[CH:13]=1 |f:0.1.2.3.4.5|. Procedure details: 246 mg of aluminum lithium hydride was added under ice-cooling to a solution of 1.38 g of the crude 4-[5-chloro-2-(2-phenylethoxy)phenyl]butyric acid in 20 ml of tetrahydrofuran and the resulting mixture was stirred at the same temperature for 30 minutes. Next, 25% aqueous ammonia was added thereto until no hydrogen evolved any more. After filtering with the use of Celite and anhydrous magnesium sulfate, the solvent was evaporated under reduced pressure. The obtained residue was subjected to sil... Yields the product Cc1sc(C(=O)CCc2ccc(CCCOS(C)(=O)=O)cc2)c2c1C1C(C2)C1(C)C. Reaction SMILES: [CH4:41].[CH:27]([N:28]([CH2:29][CH3:30])[CH:31]([CH3:32])[CH3:33])([CH3:34])[CH3:35].[Cl:42][CH2:43][Cl:44].[OH:1][CH2:2][CH2:3][CH2:4][c:5]1[cH:6][cH:7][c:8]([CH2:11][CH2:12][C:13](=[O:14])[c:15]2[c:16]3[c:20]([c:21]([CH3:23])[s:22]2)[CH:19]2[CH:18]([CH2:17]3)[C:24]2([CH3:25])[CH3:26])[cH:9][cH:10]1.[S:36](=[O:37])(=[O:38])([Cl:39])[Cl:40]>>[O:1]([CH2:2][CH2:3][CH2:4][c:5]1[cH:6][cH:7][c:8]([CH2:11][CH2:12][C:13](=[O:14])[c:15]2[c:16]3[c:20]([c:21]([CH3:23])[s:22]2)[CH:19]2[CH:18]([CH2:17]3)[C:24]2([CH3:25])[CH3:26])[cH:9][cH:10]1)[S:36](=[O:37])(=[O:38])[CH3:41]. Starting materials: C, CCN(C(C)C)C(C)C, ClCCl, Cc1sc(C(=O)CCc2ccc(CCCO)cc2)c2c1C1C(C2)C1(C)C, O=S(=O)(Cl)Cl.